Dataset: the Open Reaction Database (ORD), a public repository of structured organic reaction records. Task: describe an organic reaction: reactants, conditions, products, and yield Starting materials: CCOC(=O)C(Cc1ccc(OCCCOc2ccc(N3CCNCC3)cc2)cc1)OC, [Na+], [OH-]. Yields the product COC(Cc1ccc(OCCCOc2ccc(N3CCNCC3)cc2)cc1)C(=O)O. RXN SMILES: [CH2:1]([CH3:2])[O:3][C:4]([CH:5]([CH2:6][c:7]1[cH:8][cH:9][c:10]([O:13][CH2:14][CH2:15][CH2:16][O:17][c:18]2[cH:19][cH:20][c:21]([N:24]3[CH2:25][CH2:26][NH:27][CH2:28][CH2:29]3)[cH:22][cH:23]2)[cH:11][cH:12]1)[O:30][CH3:31])=[O:32].[Na+:34].[OH-:33]>>[O:3]=[C:4]([CH:5]([CH2:6][c:7]1[cH:8][cH:9][c:10]([O:13][CH2:14][CH2:15][CH2:16][O:17][c:18]2[cH:19][cH:20][c:21]([N:24]3[CH2:25][CH2:26][NH:27][CH2:28][CH2:29]3)[cH:22][cH:23]2)[cH:11][cH:12]1)[O:30][CH3:31])[OH:32].